describe an organic reaction: reactants, conditions, products, and yield From a dataset of the Open Reaction Database (ORD), a public repository of structured organic reaction records. Reactants: COC=1N=CC=C2C1N(C=C2C2=C(C=CC(=C2)[N+](=O)[O-])O[C@@H]2CC[C@H](CC2)OC)C (7-methoxy-3-(2-((trans)-4-methoxycyclohexyloxy)-5-nitrophenyl)-1-methyl-1H-pyrrolo[2,3-c]pyridine). Reagents/catalysts: [Pd] (palladium on carbon). Solvent: O1CCCC1 (tetrahydrofuran). Run at time 2 hour. Product: COC=1N=CC=C2C1N(C=C2C=2C=C(N)C=CC2O[C@@H]2CC[C@H](CC2)OC)C (3-(7-methoxy-1-methyl-1H-pyrrolo[2,3-c]pyridin-3-yl)-4-((trans)-4-methoxycyclohexyloxy)aniline). Yield: 98.8%. RXN SMILES: [CH3:1][O:2][C:3]1[N:4]=[CH:5][CH:6]=[C:7]2[C:11]([C:12]3[CH:17]=[C:16]([N+:18]([O-])=O)[CH:15]=[CH:14][C:13]=3[O:21][C@H:22]3[CH2:27][CH2:26][C@H:25]([O:28][CH3:29])[CH2:24][CH2:23]3)=[CH:10][N:9]([CH3:30])[C:8]=12>O1CCCC1.[Pd]>[CH3:1][O:2][C:3]1[N:4]=[CH:5][CH:6]=[C:7]2[C:11]([C:12]3[CH:17]=[C:16]([CH:15]=[CH:14][C:13]=3[O:21][C@H:22]3[CH2:27][CH2:26][C@H:25]([O:28][CH3:29])[CH2:24][CH2:23]3)[NH2:18])=[CH:10][N:9]([CH3:30])[C:8]=12. Reported procedure: A mixture of Example 6B (0.025 g, 0.061 mmol) in tetrahydrofuran (10 mL) was added to 10% palladium on carbon (0.005 g, 0.047 mmol) in a 50 mL pressure bottle and stirred at ambient temperature under hydrogen at 30 psi for 2 hours. The solid was removed by filtration, and the filtrate was concentrated to provide the title compound (0.023 g, 100% yield).